This data is from the Open Reaction Database (ORD), a public repository of structured organic reaction records. The task is: describe an organic reaction: reactants, conditions, products, and yield Reactants: C(=O)(OC(C)(C)C)NC1=CC(=C(C=C1)O)F (N-Boc-4-amino-2-fluorophenol), CC(C)(C)[O-].[K+] (t-BuOK), ClC1=CC(=NC(=C1)C(=O)N)C(=O)N (4-chloropyridine-2,6-dicarboxamide), C(=O)([O-])[O-].[K+].[K+] (K2CO3). The solvent is CN(C)C=O (DMF). Conditions: time 2 hour. Yields the product C(N)(=O)C1=NC(=CC(=C1)OC1=C(C=C(C=C1)NC(OC(C)(C)C)=O)F)C(N)=O (tert-Butyl 4-(2,6-dicarbamoylpyridin-4-yloxy)-3-fluorophenylcarbamate). The yield is 43.5%. As a reaction SMILES: [C:1]([NH:8][C:9]1[CH:14]=[CH:13][C:12]([OH:15])=[C:11]([F:16])[CH:10]=1)([O:3][C:4]([CH3:7])([CH3:6])[CH3:5])=[O:2].CC([O-])(C)C.[K+].Cl[C:24]1[CH:29]=[C:28]([C:30]([NH2:32])=[O:31])[N:27]=[C:26]([C:33]([NH2:35])=[O:34])[CH:25]=1.C([O-])([O-])=O.[K+].[K+]>CN(C=O)C>[C:30]([C:28]1[CH:29]=[C:24]([O:15][C:12]2[CH:13]=[CH:14][C:9]([NH:8][C:1](=[O:2])[O:3][C:4]([CH3:7])([CH3:6])[CH3:5])=[CH:10][C:11]=2[F:16])[CH:25]=[C:26]([C:33](=[O:34])[NH2:35])[N:27]=1)(=[O:31])[NH2:32] |f:1.2,4.5.6|. Procedure details: A solution of N-Boc-4-amino-2-fluorophenol (228 mg, 1.0 mmol) in DMF (2 mL) was treated with t-BuOK (124 mg, 1.1 mmol) and the mixture stirred at room temperature for 2 h. The mixture was treated with 4-chloropyridine-2,6-dicarboxamide (200 mg, 1.0 mmol) and K2CO3 (35 mg, 0.5 mmol) and heated at 80° C. for 1.5 h. The mixture was concentrated in vacuo, treated with EtOAc (10 mL) and H2O (10 mL) and filtered to remove the insoluble material. The EtOAc phase was washed with brine, dried (MgSO4) and... Reactants: CC(C)CCCC(C#CC1CC1)(OC1OCCC1)C (2,6-dimethyl-6-tetrahydrofuranoxy-8-cyclopropyl-7-octyne), C[O-].[Na+] (sodium methoxide), C(C)O (ethanol), C1(=CC=C(C=C1)S(=O)(=O)[O-])C.[NH+]1=CC=CC=C1 (pyridinium p-toluenesulfonate). The solvent is O (water). The product is CC(C)CCCC(C#CC1CC1)(O)C (2,6-dimethyl-6-hydroxy-8-cyclopropyl-7-octyne). The yield is 94.3%. RXN SMILES: [CH3:1][CH:2]([CH2:4][CH2:5][CH2:6][C:7]([CH3:19])([O:13]C1CCCO1)[C:8]#[C:9][CH:10]1[CH2:12][CH2:11]1)[CH3:3].C(O)C.C1(C)C=CC(S([O-])(=O)=O)=CC=1.[NH+]1C=CC=CC=1.C[O-].[Na+]>O>[CH3:3][CH:2]([CH2:4][CH2:5][CH2:6][C:7]([CH3:19])([OH:13])[C:8]#[C:9][CH:10]1[CH2:12][CH2:11]1)[CH3:1] |f:2.3,4.5|. Reported procedure: In a dried flask (300 ml volume), the inside of which had been flushed with nitrogen, were placed 2,6-dimethyl-6-tetrahydrofuranoxy-8-cyclopropyl-7-octyne (10.72 g, purity 98.5%, 0.04 mol.) prepared in Example 2, ethanol (100 ml) and pyridinium p-toluenesulfonate (5.4 mg). The resulting mixture was heated at 50° C. to 60° C. for 2 hours. After the reaction was completed, the reaction mixture was cooled to room temperature and to the mixture was added 10 mg of sodium methoxide (25% methanol solut... Starting materials: CCO, CCOC(=O)c1cn(C2CC2)c2cc(N3CCNCC3)c(F)c(C)c2c1=O, [Na+], [OH-], O. Yields the product Cc1c(F)c(N2CCNCC2)cc2c1c(=O)c(C(=O)O)cn2C1CC1. As a reaction SMILES: [CH3:30][CH2:31][OH:32].[N:1]1([c:7]2[c:8]([F:27])[c:9]([CH3:26])[c:10]3[c:11](=[O:25])[c:12]([C:20](=[O:21])[O:22][CH2:23][CH3:24])[cH:13][n:14]([CH:17]4[CH2:18][CH2:19]4)[c:15]3[cH:16]2)[CH2:2][CH2:3][NH:4][CH2:5][CH2:6]1.[Na+:29].[OH-:28].[OH2:33]>>[N:1]1([c:7]2[c:8]([F:27])[c:9]([CH3:26])[c:10]3[c:11](=[O:25])[c:12]([C:20](=[O:21])[OH:22])[cH:13][n:14]([CH:17]4[CH2:18][CH2:19]4)[c:15]3[cH:16]2)[CH2:2][CH2:3][NH:4][CH2:5][CH2:6]1. Reactants: OC1=CC=C(C(=O)O[C@H]2[C@H](OC3=CC(=CC(=C3C2)O)O)C2=CC=C(C=C2)O)C=C1 ((−)-(2R,3R)-5,7-dihydroxy-2-(4-hydroxyphenyl)chroman-3-yl 4-hydroxybenzoate). Solvent: C(Cl)(Cl)Cl (CHCl3). The product is C(C)(=O)O.C(C)(=O)O.C(C)(=O)O.C(C)(=O)O.OC1=CC=C(C(=O)O[C@H]2[C@H](OC3=CC(=CC(=C3C2)O)O)C2=CC=C(C=C2)O)C=C1 ((−)-(2R,3R)-5,7-dihydroxy-2-(4-hydroxyphenyl)chroman-3-yl 4-hydroxybenzoate tetraacetate). Isolated yield 89.0%. Reaction SMILES: [OH:1][C:2]1[CH:29]=[CH:28][C:5]([C:6]([O:8][C@@H:9]2[CH2:18][C:17]3[C:12](=[CH:13][C:14]([OH:20])=[CH:15][C:16]=3[OH:19])[O:11][C@@H:10]2[C:21]2[CH:26]=[CH:25][C:24]([OH:27])=[CH:23][CH:22]=2)=[O:7])=[CH:4][CH:3]=1>C(Cl)(Cl)Cl>[C:6]([OH:8])(=[O:7])[CH3:5].[C:6]([OH:8])(=[O:7])[CH3:5].[C:6]([OH:8])(=[O:7])[CH3:5].[C:6]([OH:8])(=[O:7])[CH3:5].[OH:1][C:2]1[CH:3]=[CH:4][C:5]([C:6]([O:8][C@@H:9]2[CH2:18][C:17]3[C:12](=[CH:13][C:14]([OH:20])=[CH:15][C:16]=3[OH:19])[O:11][C@@H:10]2[C:21]2[CH:26]=[CH:25][C:24]([OH:27])=[CH:23][CH:22]=2)=[O:7])=[CH:28][CH:29]=1 |f:2.3.4.5.6|. Reported procedure: Following the preparation procedure of 22*, the acetylation of 10 afforded 21* with 89% yield. mp 144-145° C.; [α]D=−30.7 (c=2.5, CHCl3); 1H NMR (CDCl3, 400 MHz): δ 7.90 (d, J=8.7 Hz, 2H), 7.49 (d, J=8.5 Hz, 2H), 7.10 (d, J=8.5 Hz, 2 H), 7.08 (d, J=8.7 Hz, 2H), 6.74 (d, J=2.2 Hz, 2H), 6.59 (d, J=2.2 Hz, 2H), 5.64 (bs, 1H), 5.22 (s, 1 H), 3.12 (A of ABq, J=17.7, 4.4 Hz, 1H), 3.02 (B of ABq, J=17.7, 1.8 Hz, 1H), 2.28 (s, 6H), 2.27 (s, 3H), 2.25 (s, 3H); 13C NMR (CDCl3, 400 MHz): δ 169.1, 168.9, 16... Reactants: [H][H] (hydrogen), C(C)(=O)O (acetic acid), C(C1=CC=CC=C1)N1CC2(CCN(CC2)C(C(F)(F)F)=O)OC(C1)(C)C (1-(8-benzyl-10,10-dimethyl-11-oxa-3,8-diazaspiro[5.5]undecan-3-yl)-2,2,2-trifluoro-ethanone), Cl (HCl). Reagents/catalysts: [OH-].[OH-].[Pd+2] (Pd(OH)2). The solvent is C(C)O (ethanol). Yields the product C(C)(=O)O.CC1(CNCC2(CCN(CC2)C(C(F)(F)F)=O)O1)C (1-(10,10-dimethyl-11-oxa-3,8-diazaspiro[5.5]undecan-3-yl)-2,2,2-trifluoro-ethanone acetic acid salt). RXN SMILES: [C:1]([OH:4])(=[O:3])[CH3:2].C([N:12]1[CH2:28][C:27]([CH3:30])([CH3:29])[O:26][C:14]2([CH2:19][CH2:18][N:17]([C:20](=[O:25])[C:21]([F:24])([F:23])[F:22])[CH2:16][CH2:15]2)[CH2:13]1)C1C=CC=CC=1.Cl.[H][H]>[OH-].[OH-].[Pd+2].C(O)C>[C:1]([OH:4])(=[O:3])[CH3:2].[CH3:29][C:27]1([CH3:30])[O:26][C:14]2([CH2:19][CH2:18][N:17]([C:20](=[O:25])[C:21]([F:22])([F:23])[F:24])[CH2:16][CH2:15]2)[CH2:13][NH:12][CH2:28]1 |f:4.5.6,8.9|. Reported procedure: A mixture of acetic acid (100 μL, 1.76 mmol), Pd(OH)2 (11 mg, 0.02 mmol), 1-(8-benzyl-10,10-dimethyl-11-oxa-3,8-diazaspiro[5.5]undecan-3-yl)-2,2,2-trifluoro-ethanone (80 mg, 0.22 mmol), HCl (108 μL of 4 M in dioxane, 0.43 mmol) and ethanol (2 mL) was treated to an atmosphere of hydrogen at 85 psi for 3 days. The reaction mixture was filtered and the catalyst was washed with methanol, then concentrated in vacuo to give 1-(10,10-dimethyl-11-oxa-3,8-diazaspiro[5.5]undecan-3-yl)-2,2,2-trifluoro-etha...